The task is: describe an organic reaction: reactants, conditions, products, and yield. This data is from the Open Reaction Database (ORD), a public repository of structured organic reaction records. Starting materials: C(CCCCCCCCCCCCCCCCC)S (stearyl mercaptan), C/C=C/C#N (Crotonitril). The reagents and catalysts are C[O-].[Na+] (Sodiummethoxide). Run in C(Cl)Cl (methylene chloride). The product is C(CCCCCCCCCCCCCCCCC)SC(CC#N)C (3-(stearylmercapto)-butyronitrile). The yield is 79.9%. RXN SMILES: [CH2:1]([SH:19])[CH2:2][CH2:3][CH2:4][CH2:5][CH2:6][CH2:7][CH2:8][CH2:9][CH2:10][CH2:11][CH2:12][CH2:13][CH2:14][CH2:15][CH2:16][CH2:17][CH3:18].[CH3:20]/[CH:21]=[CH:22]/[C:23]#[N:24]>C(Cl)Cl.C[O-].[Na+]>[CH2:1]([S:19][CH:21]([CH3:20])[CH2:22][C:23]#[N:24])[CH2:2][CH2:3][CH2:4][CH2:5][CH2:6][CH2:7][CH2:8][CH2:9][CH2:10][CH2:11][CH2:12][CH2:13][CH2:14][CH2:15][CH2:16][CH2:17][CH3:18] |f:3.4|. Reported procedure: Preparation of ##STR42## Sodiummethoxide (100 mg) was suspended in stearyl mercaptan (57.2 g, 0.2 mol). Crotonitril (16.8 g, 0.25 mol) was added dropwise under N2 -atmosphere at 50° C. After 12 hours the reaction solution was taken up in methylene chloride. The solution was washed with 2 n sulfuric acid and with water, dried and the solvent removed under vacuum. The resulting crystalline mass was recrystallized from ethanol to give 56.5 g, 80% yield of 3-(stearylmercapto)-butyronitrile, melting ... The product is O=[N+]([O-])c1ccc(Oc2c(F)cccc2F)c(F)c1F. As a reaction SMILES: [Br-:29].[CH3:10][N:11]1[CH2:12][CH2:13][CH2:14][C:15]1=[O:16].[CH3:30][CH2:31][CH2:32][CH2:33][N+:34]([CH2:35][CH2:36][CH2:37][CH3:38])([CH2:39][CH2:40][CH2:41][CH3:42])[CH2:43][CH2:44][CH2:45][CH3:46].[CH3:47][CH2:48][O:49][C:50](=[O:51])[CH3:52].[F:17][c:18]1[c:19]([N+:26](=[O:27])[O-:28])[cH:20][cH:21][c:22]([F:25])[c:23]1[F:24].[F:1][c:2]1[c:3]([OH:9])[c:4]([F:8])[cH:5][cH:6][cH:7]1>>[F:1][c:2]1[c:3]([O:9][c:22]2[cH:21][cH:20][c:19]([N+:26](=[O:27])[O-:28])[c:18]([F:17])[c:23]2[F:24])[c:4]([F:8])[cH:5][cH:6][cH:7]1. The reactants are [Br-], CN1CCCC1=O, CCCC[N+](CCCC)(CCCC)CCCC, CCOC(C)=O, O=[N+]([O-])c1ccc(F)c(F)c1F, Oc1c(F)cccc1F. Starting materials: COCC1(Nc2ccccc2)CCN(Cc2ccccc2)CC1, CC(=O)O, [H][H]. Yields the product COCC1(Nc2ccccc2)CCNCC1. RXN SMILES: [CH3:1][O:2][CH2:3][C:4]1([NH:17][c:18]2[cH:19][cH:20][cH:21][cH:22][cH:23]2)[CH2:5][CH2:6][N:7]([CH2:10][c:11]2[cH:12][cH:13][cH:14][cH:15][cH:16]2)[CH2:8][CH2:9]1.[CH3:26][C:27](=[O:28])[OH:29].[H:24][H:25]>>[CH3:1][O:2][CH2:3][C:4]1([NH:17][c:18]2[cH:19][cH:20][cH:21][cH:22][cH:23]2)[CH2:5][CH2:6][NH:7][CH2:8][CH2:9]1. The reactants are C1CCOC1, C=C(C)C[Mg+], [Cl-], O=C1CN(Cc2ccc(Cl)cc2)C2(CCN(C3CCCCC3)C2=O)C1. The product is CC1(O)CN(Cc2ccc(Cl)cc2)C2(CCN(C3CCCCC3)C2=O)C1. Reaction SMILES: [CH2:32]1[O:33][CH2:34][CH2:35][CH2:36]1.[CH3:2][C:3](=[CH2:4])[CH2:5][Mg+:6].[Cl-:1].[Cl:7][c:8]1[cH:9][cH:10][c:11]([CH2:12][N:13]2[CH2:14][C:15](=[O:29])[CH2:16][C:17]23[C:18](=[O:28])[N:19]([CH:22]2[CH2:23][CH2:24][CH2:25][CH2:26][CH2:27]2)[CH2:20][CH2:21]3)[cH:30][cH:31]1>>[CH3:2][C:15]1([OH:29])[CH2:14][N:13]([CH2:12][c:11]2[cH:10][cH:9][c:8]([Cl:7])[cH:31][cH:30]2)[C:17]2([CH2:16]1)[C:18](=[O:28])[N:19]([CH:22]1[CH2:23][CH2:24][CH2:25][CH2:26][CH2:27]1)[CH2:20][CH2:21]2.